From a dataset of the Open Reaction Database (ORD), a public repository of structured organic reaction records. describe an organic reaction: reactants, conditions, products, and yield Starting materials: CCCSCCCOc1cccc2c(Cl)c(C(=O)CC)cnc12, CC#N, Cc1ccccc1N. Yields the product CCCSCCCOc1cccc2c(Nc3ccccc3C)c(C(=O)CC)cnc12. RXN SMILES: [C:1]([CH2:2][CH3:3])(=[O:4])[c:5]1[cH:6][n:7][c:8]2[c:9]([O:16][CH2:17][CH2:18][CH2:19][S:20][CH2:21][CH2:22][CH3:23])[cH:10][cH:11][cH:12][c:13]2[c:14]1[Cl:15].[CH3:32][C:33]#[N:34].[NH2:24][c:25]1[c:26]([CH3:31])[cH:27][cH:28][cH:29][cH:30]1>>[C:1]([CH2:2][CH3:3])(=[O:4])[c:5]1[cH:6][n:7][c:8]2[c:9]([O:16][CH2:17][CH2:18][CH2:19][S:20][CH2:21][CH2:22][CH3:23])[cH:10][cH:11][cH:12][c:13]2[c:14]1[NH:24][c:25]1[c:26]([CH3:31])[cH:27][cH:28][cH:29][cH:30]1.